This data is from the Open Reaction Database (ORD), a public repository of structured organic reaction records. The task is: describe an organic reaction: reactants, conditions, products, and yield As a reaction SMILES: [C:1]([CH3:2])([CH3:3])([CH3:4])[CH:5]1[CH:6]([O:19][SiH:20]([c:21]2[cH:22][cH:23][cH:24][cH:25][cH:26]2)[c:27]2[cH:28][cH:29][cH:30][cH:31][cH:32]2)[N:7]([c:9]2[s:10][cH:11][c:12]([C:14](=[O:15])[O:16][CH2:17][CH3:18])[n:13]2)[CH2:8]1.[C:37]([CH3:38])([CH3:39])([CH3:40])[CH:41]([CH:42]([CH2:43][CH:44]([CH3:45])[CH3:46])[NH2:47])[O:48][SiH:49]([c:50]1[cH:51][cH:52][cH:53][cH:54][cH:55]1)[c:56]1[cH:57][cH:58][cH:59][cH:60][cH:61]1.[CH3:33][Al:34]([CH3:35])[CH3:36].[CH3:62][C:63](=[O:64])[OH:65].[CH3:66][CH2:67][O:68][C:69](=[O:70])[CH3:71].[cH:72]1[cH:73][cH:74][cH:75][cH:76][cH:77]1>>[C:1]([CH3:2])([CH3:3])([CH3:4])[CH:5]1[CH:6]([O:19][SiH:20]([c:21]2[cH:22][cH:23][cH:24][cH:25][cH:26]2)[c:27]2[cH:28][cH:29][cH:30][cH:31][cH:32]2)[N:7]([c:9]2[s:10][cH:11][c:12]([C:14](=[O:15])[NH:47][CH:42]([CH:41]([C:37]([CH3:38])([CH3:39])[CH3:40])[O:48][SiH:49]([c:50]3[cH:51][cH:52][cH:53][cH:54][cH:55]3)[c:56]3[cH:57][cH:58][cH:59][cH:60][cH:61]3)[CH2:43][CH:44]([CH3:45])[CH3:46])[n:13]2)[CH2:8]1. Product: CC(C)CC(NC(=O)c1csc(N2CC(C(C)(C)C)C2O[SiH](c2ccccc2)c2ccccc2)n1)C(O[SiH](c1ccccc1)c1ccccc1)C(C)(C)C. Starting materials: CCOC(=O)c1csc(N2CC(C(C)(C)C)C2O[SiH](c2ccccc2)c2ccccc2)n1, CC(C)CC(N)C(O[SiH](c1ccccc1)c1ccccc1)C(C)(C)C, C[Al](C)C, CC(=O)O, CCOC(C)=O, c1ccccc1. Reactants: C(C)(C)(C)OC(=O)N[C@H]1CCCCC\C=C/[C@H]2[C@](NC([C@H]3N(C1=O)C[C@@H](C3)OC=3N=C1C=CC=CC1=C1C=CC=CC31)=O)(C2)C(=O)OCC ((2R,6S,13aS,14aR,16aS,Z)-ethyl 6-(tert-butoxycarbonylamino)-5,16-dioxo-2-(phenanthridin-6-yloxy)-1,2,3,5,6,7,8,9,10,11,13a,14,14a,15,16,16a-hexadecahydrocyclopropa[e]pyrrolo [1,2-a][1,4]diazacyclopentadecine-14a-carboxylate), O1CCCC1.B (borane tetrahydrofuran), OO (hydrogen peroxide), [OH-].[Na+] (sodium hydroxide). Run in O1CCCC1 (tetrahydrofuran), C(C)(=O)OCC (ethyl acetate), O (water). Conditions: time 1 hour. Product: C(C)(C)(C)OC(=O)N[C@H]1CCCCCC(C[C@H]2[C@](NC([C@H]3N(C1=O)C[C@@H](C3)OC=3N=C1C=CC=CC1=C1C=CC=CC31)=O)(C2)C(=O)OCC)O ((2R,6S,13aS,14aR,16aS)-ethyl 6-(tert-butoxycarbonylamino)-12-hydroxy-5,16-dioxo-2-(phenanthridin-6-yloxy)octadecahydrocyclopropa[e]pyrrolo[1,2-a][1,4]diazacyclopentadecine-14a-carboxylate). The yield is 32.3%. Reaction SMILES: [C:1]([O:5][C:6]([NH:8][C@@H:9]1[C:23](=[O:24])[N:22]2[CH2:25][C@H:26]([O:28][C:29]3[N:30]=[C:31]4[C:36](=[C:37]5[C:42]=3[CH:41]=[CH:40][CH:39]=[CH:38]5)[CH:35]=[CH:34][CH:33]=[CH:32]4)[CH2:27][C@H:21]2[C:20](=[O:43])[NH:19][C@:18]2([C:45]([O:47][CH2:48][CH3:49])=[O:46])[CH2:44][C@H:17]2[CH:16]=[CH:15][CH2:14][CH2:13][CH2:12][CH2:11][CH2:10]1)=[O:7])([CH3:4])([CH3:3])[CH3:2].[O:50]1CCCC1.B.[OH-].[Na+].OO>O1CCCC1.C(OCC)(=O)C.O>[C:1]([O:5][C:6]([NH:8][C@@H:9]1[C:23](=[O:24])[N:22]2[CH2:25][C@H:26]([O:28][C:29]3[N:30]=[C:31]4[C:36](=[C:37]5[C:42]=3[CH:41]=[CH:40][CH:39]=[CH:38]5)[CH:35]=[CH:34][CH:33]=[CH:32]4)[CH2:27][C@H:21]2[C:20](=[O:43])[NH:19][C@:18]2([C:45]([O:47][CH2:48][CH3:49])=[O:46])[CH2:44][C@H:17]2[CH2:16][CH:15]([OH:50])[CH2:14][CH2:13][CH2:12][CH2:11][CH2:10]1)=[O:7])([CH3:4])([CH3:3])[CH3:2] |f:1.2,3.4|. Procedure details: To a solution of (2R,6S,13aS,14aR,16aS,Z)-ethyl 6-(tert-butoxycarbonylamino)-5,16-dioxo-2-(phenanthridin-6-yloxy)-1,2,3,5,6,7,8,9,10,11,13a,14,14a,15,16,16a-hexadecahydrocyclopropa[e]pyrrolo [1,2-a][1,4]diazacyclopentadecine-14a-carboxylate (Example 18a, 3.2 g, 4.77 mmol) in tetrahydrofuran (41.5 ml) at rt with a water bath was added dropwise borane tetrahydrofuran complex (1 M in tetrahydrofuran, 14.3 ml, 14.3 mmol) and stirred at room temperature for 1 h. The mixture was cooled to 0° C. and so... Reactants: BrC1=CC=C(C2=NSN=C21)Br (4,7-dibromobenzo[c][1,2,5]thiadiazole), S1C(=CC=C1)B(O)O (thiophen-2-ylboronic acid), C([O-])([O-])=O.[Na+].[Na+] (sodium carbonate). The reagents and catalysts are C=1C=CC(=CC1)[P](C=2C=CC=CC2)(C=3C=CC=CC3)[Pd]([P](C=4C=CC=CC4)(C=5C=CC=CC5)C=6C=CC=CC6)([P](C=7C=CC=CC7)(C=8C=CC=CC8)C=9C=CC=CC9)[P](C=1C=CC=CC1)(C=1C=CC=CC1)C=1C=CC=CC1 (Pd(PPh3)4). The solvent is COCCOC (1,2-dimethoxyethane), C(C)O (ethanol), O (water). Yields the product S1C(=CC=C1)C1=CC=C(C2=NSN=C21)C=2SC=CC2 (4,7-Di(thiophen-2-yl)benzo[c][1,2,5]thiadiazole). RXN SMILES: Br[C:2]1[C:10]2[C:6](=[N:7][S:8][N:9]=2)[C:5](Br)=[CH:4][CH:3]=1.[S:12]1[CH:16]=[CH:15][CH:14]=[C:13]1B(O)O.C(=O)([O-])[O-].[Na+].[Na+]>COCCOC.C(O)C.O.C1C=CC([P]([Pd]([P](C2C=CC=CC=2)(C2C=CC=CC=2)C2C=CC=CC=2)([P](C2C=CC=CC=2)(C2C=CC=CC=2)C2C=CC=CC=2)[P](C2C=CC=CC=2)(C2C=CC=CC=2)C2C=CC=CC=2)(C2C=CC=CC=2)C2C=CC=CC=2)=CC=1>[S:12]1[CH:16]=[CH:15][CH:14]=[C:13]1[C:2]1[C:10]2[C:6](=[N:7][S:8][N:9]=2)[C:5]([C:13]2[S:12][CH:16]=[CH:15][CH:14]=2)=[CH:4][CH:3]=1 |f:2.3.4,^1:39,41,60,79|. Procedure: A solution of 4,7-dibromobenzo[c][1,2,5]thiadiazole (3.0 g, 10.2 mmol) and thiophen-2-ylboronic acid (2.87 g, 22.4 mmol) in 150 mL of 1,2-dimethoxyethane and 50 mL anhydrous ethanol was carefully degassed by bubbling nitrogen through the solution. Next, 7.16 g (67.2 mmol) of sodium carbonate dissolved in 30 mL water was added. The resulting emulsion was degas sed, and the catalyst Pd(PPh3)4 (200 mg, 0.17 mmol) was added. Afterwards, the mixture was refluxed under nitrogen overnight. After remova...